describe an organic reaction: reactants, conditions, products, and yield From a dataset of the Open Reaction Database (ORD), a public repository of structured organic reaction records. Reactants: O=C([O-])[O-], CC1CCCN1, CS(C)=O, O=C(c1ccc(F)c2ccccc12)C(F)(F)F, [K+], [K+], O. The product is CC1CCCN1c1ccc(C(=O)C(F)(F)F)c2ccccc12. Reaction SMILES: [C:24](=[O:25])([O-:26])[O-:27].[CH3:18][CH:19]1[NH:20][CH2:21][CH2:22][CH2:23]1.[CH3:30][S:31]([CH3:32])=[O:33].[F:1][C:2]([C:3](=[O:4])[c:5]1[cH:6][cH:7][c:8]([F:15])[c:9]2[cH:10][cH:11][cH:12][cH:13][c:14]12)([F:16])[F:17].[K+:28].[K+:29].[OH2:34]>>[F:1][C:2]([C:3](=[O:4])[c:5]1[cH:6][cH:7][c:8]([N:20]2[CH:19]([CH3:18])[CH2:23][CH2:22][CH2:21]2)[c:9]2[cH:10][cH:11][cH:12][cH:13][c:14]12)([F:16])[F:17]. Reactants: NS(=O)(=O)C1=C(N=C(S1)NC(C)=O)C (N-[5-(amino sulfonyl)-4-methyl-1,3-thiazol-2-yl]acetamide), C1(CCCCC1)P(C1=C(C=CC=C1)C1=C(C=C(C=C1C(C)C)C(C)C)C(C)C)C1CCCCC1 (2-dicyclohexylphosphino-2′,4′,6′-tri-isopropyl-1,1′-biphenyl), C([O-])([O-])=O.[Cs+].[Cs+] (cesium carbonate), ClC1=NC(=NC(=C1)OC)SCC1=C(C(=CC=C1)F)F (4-Chloro-2-[[(2,3-difluorophenyl)methyl]thio]-6-methoxypyrimidine), ClC1=NC(=NC(=C1)OC)SCC1=C(C(=CC=C1)F)F (4-Chloro-2-[[(2,3-difluorophenyl)methyl]thio]-6-methoxypyrimidine). Reagents/catalysts: C=1C=CC(=CC1)/C=C/C(=O)/C=C/C2=CC=CC=C2.C=1C=CC(=CC1)/C=C/C(=O)/C=C/C2=CC=CC=C2.C=1C=CC(=CC1)/C=C/C(=O)/C=C/C2=CC=CC=C2.[Pd].[Pd] (tris(dibenzylideneacetone)dipalladium). Solvent: O1CCOCC1 (dioxane). Yields the product FC1=C(CSC2=NC(=CC(=N2)NS(=O)(=O)C2=C(N=C(S2)NC(C)=O)C)OC)C=CC=C1F (N-{5-[({2-[(2,3-Difluorobenzyl)thio]-6-methoxypyrimidin-4-yl}amino)sulfonyl]-4-methyl-1,3-thiazol-2-yl}acetamide). As a reaction SMILES: [NH2:1][S:2]([C:5]1[S:9][C:8]([NH:10][C:11](=[O:13])[CH3:12])=[N:7][C:6]=1[CH3:14])(=[O:4])=[O:3].C1(P(C2CCCCC2)C2C=CC=CC=2C2C(C(C)C)=CC(C(C)C)=CC=2C(C)C)CCCCC1.C(=O)([O-])[O-].[Cs+].[Cs+].Cl[C:56]1[CH:61]=[C:60]([O:62][CH3:63])[N:59]=[C:58]([S:64][CH2:65][C:66]2[CH:71]=[CH:70][CH:69]=[C:68]([F:72])[C:67]=2[F:73])[N:57]=1>O1CCOCC1.C1C=CC(/C=C/C(/C=C/C2C=CC=CC=2)=O)=CC=1.C1C=CC(/C=C/C(/C=C/C2C=CC=CC=2)=O)=CC=1.C1C=CC(/C=C/C(/C=C/C2C=CC=CC=2)=O)=CC=1.[Pd].[Pd]>[F:73][C:67]1[C:68]([F:72])=[CH:69][CH:70]=[CH:71][C:66]=1[CH2:65][S:64][C:58]1[N:57]=[C:56]([NH:1][S:2]([C:5]2[S:9][C:8]([NH:10][C:11](=[O:13])[CH3:12])=[N:7][C:6]=2[CH3:14])(=[O:3])=[O:4])[CH:61]=[C:60]([O:62][CH3:63])[N:59]=1 |f:2.3.4,7.8.9.10.11|. Procedure details: The title compound was prepared according to the procedure outlined in example 1 step (iv) using a mixture of N-[5-(amino sulfonyl)-4-methyl-1,3-thiazol-2-yl]acetamide (0.25 g), tris(dibenzylideneacetone)dipalladium (0) (64 mg), 2-dicyclohexylphosphino-2′,4′,6′-tri-isopropyl-1,1′-biphenyl (XPHOS) (33 mg), cesium carbonate (0.69 g) and 4-Chloro-2-[[(2,3-difluorophenyl)methyl]thio]-6-methoxypyrimidine (the product of Example 35, step i) (0.21 g) in dioxane (6 ml). The crude material was purified b... Starting materials: C1C(CC2=CC=CC=C12)CC=O ((indan-2-yl)acetaldehyde), C(C1=CC=CC=C1)OC(=O)C=P(C1=CC=CC=C1)(C1=CC=CC=C1)C1=CC=CC=C1 (benzyloxycarbonylmethylene triphenylphosphorane). The solvent is C(Cl)Cl (methylene chloride). Reaction conditions: time 1.5 hour. Product: C(C1=CC=CC=C1)OC(C=CCC1CC2=CC=CC=C2C1)=O (Benzyl-4-(indan-2-yl)-2-butenoate). The yield is 89.0%. Reaction SMILES: [CH2:1]1[C:9]2[C:4](=[CH:5][CH:6]=[CH:7][CH:8]=2)[CH2:3][CH:2]1[CH2:10][CH:11]=O.[CH2:13]([O:20][C:21]([CH:23]=P(C1C=CC=CC=1)(C1C=CC=CC=1)C1C=CC=CC=1)=[O:22])[C:14]1[CH:19]=[CH:18][CH:17]=[CH:16][CH:15]=1>C(Cl)Cl>[CH2:13]([O:20][C:21](=[O:22])[CH:23]=[CH:11][CH2:10][CH:2]1[CH2:1][C:9]2[C:4](=[CH:5][CH:6]=[CH:7][CH:8]=2)[CH2:3]1)[C:14]1[CH:19]=[CH:18][CH:17]=[CH:16][CH:15]=1. Reported procedure: Dissolved in 50 ml of methylene chloride were 3.97 g (24.8 mmol) of (indan-2-yl)acetaldehyde, and 12.2 g (29.8 mmol) of benzyloxycarbonylmethylene triphenylphosphorane were added to the solution, followed by stirring for 1.5 hours. After the solvent was distilled off, the residue was purified by column chromatography on silica gel (ethyl acetate:hexane=1:20) to obtain 6.45 g of a colorless oily substance. Yield: 89%. Starting materials: CN(/C=C/C(=O)C1=NN(C=CC1=O)C1=CC(=CC=C1)OC)C (3-((E)-3-Dimethylamino-acryloyl)-1-(3-methoxy-phenyl)-1H-pyridazin-4-one), C1(=CC=CC2=CC=CC=C12)NN (naphthalen-1-yl-hydrazine). Product: COC=1C=C(C=CC1)N1N=C(C(C=C1)=O)C=1N(N=CC1)C1=CC=CC2=CC=CC=C12 (1-(3-Methoxy-phenyl)-3-(2-naphthalen-1-yl-2H-pyrazol-3-yl)-1H-pyridazin-4-one). Reaction SMILES: C[N:2](C)/[CH:3]=[CH:4]/[C:5]([C:7]1[C:12](=[O:13])[CH:11]=[CH:10][N:9]([C:14]2[CH:19]=[CH:18][CH:17]=[C:16]([O:20][CH3:21])[CH:15]=2)[N:8]=1)=O.[C:23]1([NH:33]N)[C:32]2[C:27](=[CH:28][CH:29]=[CH:30][CH:31]=2)[CH:26]=[CH:25][CH:24]=1>>[CH3:21][O:20][C:16]1[CH:15]=[C:14]([N:9]2[CH:10]=[CH:11][C:12](=[O:13])[C:7]([C:5]3[N:33]([C:23]4[C:32]5[C:27](=[CH:28][CH:29]=[CH:30][CH:31]=5)[CH:26]=[CH:25][CH:24]=4)[N:2]=[CH:3][CH:4]=3)=[N:8]2)[CH:19]=[CH:18][CH:17]=1. Procedure details: The product was obtained starting from 3-((E)-3-Dimethylamino-acryloyl)-1-(3-methoxy-phenyl)-1H-pyridazin-4-one (A-5) and naphthalen-1-yl-hydrazine according to the method described for example 91. MS: M=395.1 (M+H)+ Starting materials: O=C(NCCC1CC1)c1ccc(N2CCNCC2)nn1, O=C(O)c1ccc(Cl)nc1Cl. Product: O=C(NCCC1CC1)c1ccc(N2CCN(C(=O)c3ccc(Cl)nc3Cl)CC2)nn1. Reaction SMILES: [CH:12]1([CH2:15][CH2:16][NH:17][C:18](=[O:19])[c:20]2[n:21][n:22][c:23]([N:26]3[CH2:27][CH2:28][NH:29][CH2:30][CH2:31]3)[cH:24][cH:25]2)[CH2:13][CH2:14]1.[Cl:1][c:2]1[n:3][c:4]([Cl:11])[cH:5][cH:6][c:7]1[C:8](=[O:9])[OH:10]>>[Cl:1][c:2]1[n:3][c:4]([Cl:11])[cH:5][cH:6][c:7]1[C:8](=[O:10])[N:29]1[CH2:28][CH2:27][N:26]([c:23]2[n:22][n:21][c:20]([C:18]([NH:17][CH2:16][CH2:15][CH:12]3[CH2:13][CH2:14]3)=[O:19])[cH:25][cH:24]2)[CH2:31][CH2:30]1.